This data is from the Open Reaction Database (ORD), a public repository of structured organic reaction records. The task is: describe an organic reaction: reactants, conditions, products, and yield The reactants are N[C@@H](CCN1CCC(CC1)C=1C=C(C=CC1)NC(C(C)C)=O)C1=CC=CC=C1 (N-(3-{1-[(3S)-3-amino-3-phenylpropyl]-4-piperidinyl}phenyl)-2-methylpropanamide), C1(=CC=CC=C1)N1N=C(C(=C1)C(=O)Cl)CCC (1-phenyl-3-propyl-1H-pyrazole-4-carbonyl chloride). The product is C(C(C)C)(=O)NC=1C=C(C=CC1)C1CCN(CC1)CC[C@@H](C1=CC=CC=C1)NC(=O)C=1C(=NN(C1)C1=CC=CC=C1)CCC (N-((1S)-3-{4-[3-(ISOBUTYRYLAMINO)PHENYL]-1-PIPERIDINYL}-1-PHENYLPROPYL)-1-PHENYL-3-PROPYL-1H-PYRAZOLE-4-CARBOXAMIDE). As a reaction SMILES: [NH2:1][C@H:2]([C:23]1[CH:28]=[CH:27][CH:26]=[CH:25][CH:24]=1)[CH2:3][CH2:4][N:5]1[CH2:10][CH2:9][CH:8]([C:11]2[CH:12]=[C:13]([NH:17][C:18](=[O:22])[CH:19]([CH3:21])[CH3:20])[CH:14]=[CH:15][CH:16]=2)[CH2:7][CH2:6]1.[C:29]1([N:35]2[CH:39]=[C:38]([C:40](Cl)=[O:41])[C:37]([CH2:43][CH2:44][CH3:45])=[N:36]2)[CH:34]=[CH:33][CH:32]=[CH:31][CH:30]=1>>[C:18]([NH:17][C:13]1[CH:12]=[C:11]([CH:8]2[CH2:9][CH2:10][N:5]([CH2:4][CH2:3][C@H:2]([NH:1][C:40]([C:38]3[C:37]([CH2:43][CH2:44][CH3:45])=[N:36][N:35]([C:29]4[CH:30]=[CH:31][CH:32]=[CH:33][CH:34]=4)[CH:39]=3)=[O:41])[C:23]3[CH:24]=[CH:25][CH:26]=[CH:27][CH:28]=3)[CH2:6][CH2:7]2)[CH:16]=[CH:15][CH:14]=1)(=[O:22])[CH:19]([CH3:21])[CH3:20]. Procedure: Prepared by Procedure Q1 and Scheme AC using N-(3-{1-[(3S)-3-amino-3-phenylpropyl]-4-piperidinyl}phenyl)-2-methylpropanamide and 1-phenyl-3-propyl-1H-pyrazole-4-carbonyl chloride: ESMS m/e: 592.2 (M+H)+. The reactants are O=C([O-])O, CN(C)C=O, ClCC1CC1, [Na+], CC(=O)c1ccc2c(c1)C13CCCCC1C(C2)NCC3. The product is CC(=O)c1ccc2c(c1)C13CCCCC1C(C2)N(CC1CC1)CC3. Reaction SMILES: [C:21](=[O:22])([OH:23])[O-:24].[CH3:31][N:32]([CH3:33])[CH:34]=[O:35].[CH:26]1([CH2:29][Cl:30])[CH2:27][CH2:28]1.[Na+:25].[cH:1]1[cH:2][c:3]([C:18]([CH3:19])=[O:20])[cH:4][c:5]2[c:14]1[CH2:13][CH:12]1[CH:11]3[C:6]2([CH2:7][CH2:8][CH2:9][CH2:10]3)[CH2:17][CH2:16][NH:15]1>>[cH:1]1[cH:2][c:3]([C:18]([CH3:19])=[O:20])[cH:4][c:5]2[c:14]1[CH2:13][CH:12]1[CH:11]3[C:6]2([CH2:7][CH2:8][CH2:9][CH2:10]3)[CH2:17][CH2:16][N:15]1[CH2:29][CH:26]1[CH2:27][CH2:28]1.